From a dataset of the Open Reaction Database (ORD), a public repository of structured organic reaction records. describe an organic reaction: reactants, conditions, products, and yield The reactants are C[Si](C)(C)[N-][Si](C)(C)C, COc1cnc(F)c(-c2nc(C)nc(N)n2)c1, Nc1cnc(Cl)c(NS(=O)(=O)N2CCOCC2)c1, [Na+], CN(C)C=O. Yields the product COc1cnc(Nc2cnc(Cl)c(NS(=O)(=O)N3CCOCC3)c2)c(-c2nc(C)nc(N)n2)c1. RXN SMILES: [CH3:37][Si:38]([N-:39][Si:40]([CH3:41])([CH3:42])[CH3:43])([CH3:44])[CH3:45].[F:19][c:20]1[n:21][cH:22][c:23]([O:34][CH3:35])[cH:24][c:25]1-[c:26]1[n:27][c:28]([NH2:33])[n:29][c:30]([CH3:32])[n:31]1.[NH2:1][c:2]1[cH:3][c:4]([NH:9][S:10](=[O:11])(=[O:12])[N:13]2[CH2:14][CH2:15][O:16][CH2:17][CH2:18]2)[c:5]([Cl:8])[n:6][cH:7]1.[Na+:36].[O:46]=[CH:47][N:48]([CH3:49])[CH3:50]>>[NH:1]([c:2]1[cH:3][c:4]([NH:9][S:10](=[O:11])(=[O:12])[N:13]2[CH2:14][CH2:15][O:16][CH2:17][CH2:18]2)[c:5]([Cl:8])[n:6][cH:7]1)[c:20]1[n:21][cH:22][c:23]([O:34][CH3:35])[cH:24][c:25]1-[c:26]1[n:27][c:28]([NH2:33])[n:29][c:30]([CH3:32])[n:31]1.